This data is from the Open Reaction Database (ORD), a public repository of structured organic reaction records. The task is: describe an organic reaction: reactants, conditions, products, and yield Starting materials: C(C1=CC=CC=C1)(=O)Cl (Benzoyl chloride), NC=1C=CC(=C(C1)N1N=C(N(C1=O)CC1=C(C=C(C=C1)C1=C(C=CC=C1)S(NC(=O)OC(C)(C)C)(=O)=O)F)CCCC)C(F)(F)F (2-[5-amino-2-(trifluoromethyl)phenyl]-4-[[2'-[N-(t-butoxycarbonyl)sulfamoyl]-3-fluorobiphenyl-4-yl]methyl]-5-n-butyl-2,4-dihydro-3H-1,2,4-triazol-3-one). Yields the product C(C1=CC=CC=C1)(=O)NC=1C=CC(=C(C1)N1N=C(N(C1=O)CC1=C(C=C(C=C1)C1=C(C=CC=C1)S(NC(=O)OC(C)(C)C)(=O)=O)F)CCCC)C(F)(F)F (2-[5-(Benzoylamino)-2-(trifluoromethyl)phenyl]-4-[[2'-[N-(t-butoxycarbonyl)sulfamoyl]-3-fluorobiphenyl-4-yl]methyl]-5-n-butyl-2,4-dihydro-3H-1,2,4-triazol-3-one). The yield is 95.0%. Reaction SMILES: [C:1](Cl)(=[O:8])[C:2]1[CH:7]=[CH:6][CH:5]=[CH:4][CH:3]=1.[NH2:10][C:11]1[CH:12]=[CH:13][C:14]([C:52]([F:55])([F:54])[F:53])=[C:15]([N:17]2[C:21](=[O:22])[N:20]([CH2:23][C:24]3[CH:29]=[CH:28][C:27]([C:30]4[CH:35]=[CH:34][CH:33]=[CH:32][C:31]=4[S:36](=[O:46])(=[O:45])[NH:37][C:38]([O:40][C:41]([CH3:44])([CH3:43])[CH3:42])=[O:39])=[CH:26][C:25]=3[F:47])[C:19]([CH2:48][CH2:49][CH2:50][CH3:51])=[N:18]2)[CH:16]=1>>[C:1]([NH:10][C:11]1[CH:12]=[CH:13][C:14]([C:52]([F:53])([F:54])[F:55])=[C:15]([N:17]2[C:21](=[O:22])[N:20]([CH2:23][C:24]3[CH:29]=[CH:28][C:27]([C:30]4[CH:35]=[CH:34][CH:33]=[CH:32][C:31]=4[S:36](=[O:45])(=[O:46])[NH:37][C:38]([O:40][C:41]([CH3:42])([CH3:43])[CH3:44])=[O:39])=[CH:26][C:25]=3[F:47])[C:19]([CH2:48][CH2:49][CH2:50][CH3:51])=[N:18]2)[CH:16]=1)(=[O:8])[C:2]1[CH:7]=[CH:6][CH:5]=[CH:4][CH:3]=1. Procedure: Benzoyl chloride was reacted with 2-[5-amino-2-(trifluoromethyl)phenyl]-4-[[2'-[N-(t-butoxycarbonyl)sulfamoyl]-3-fluorobiphenyl-4-yl]methyl]-5-n-butyl-2,4-dihydro-3H-1,2,4-triazol-3-one (from Example 33, Step D) according to the procedure of Example 26 to give a 95% yield of the title compound as a white solid, mp 117°-120° C.; homogeneous by TLC in 95:5 CH2Cl2 --MeOH; mass spectrum (FAB) m/e 774 (M+Li)+. Reactants: [Li+].CC(C)[N-]C(C)C (LDA), C=C1CC(C1)C(=O)OCC (ethyl 3-methylenecyclobutanecarboxylate), CI (MeI). The solvent is C1CCOC1 (THF). Conditions: temperature 0 celsius, time 20 minute. Product: CC1(CC(C1)=C)C(=O)OCC (Ethyl 1-methyl-3-methylenecyclobutanecarboxylate). Yield: 63.0%. RXN SMILES: [Li+].[CH3:2]C([N-]C(C)C)C.[CH2:9]=[C:10]1[CH2:13][CH:12]([C:14]([O:16][CH2:17][CH3:18])=[O:15])[CH2:11]1.CI>C1COCC1>[CH3:2][C:12]1([C:14]([O:16][CH2:17][CH3:18])=[O:15])[CH2:13][C:10](=[CH2:9])[CH2:11]1 |f:0.1|. Procedure: To a stirred solution of LDA (60 mL, 54 mmol, 1.0 M in THF (150 mL) at −78° C., was added ethyl 3-methylenecyclobutanecarboxylate (5.0 g, 35.7 mmol) and the reaction mixture was slowly allowed to warm to 0° C. and stir for 20 min. The reaction mixture was again cooled to −78° C. and MeI (8.92 mL, 143 mmol) was added and the reaction mixture was warmed to RT and stirred for 16 h. The reaction mixture was quenched with a saturated aq. solution of NH4Cl and the aqueous layer was extracted with diet... Reactants: CC(C)(C)[O-].[K+] (t-BuOK), N1=CC=C(C=C1)C1=NOC(=N1)COS(=O)(=O)C (methanesulfonic acid 3-pyridin-4-yl-[1,2,4]oxadiazol-5-ylmethyl ester), C(C)(C)(C)OC(=O)N1CCC(CC1)S (4-mercaptopiperidine-1-carboxylic acid tert-butyl ester). The solvent is C1CCOC1 (THF), CCOCC (Et2O). Run at time 100 minute. The product is C(C)(C)(C)OC(=O)N1CCC(CC1)SCC1=NC(=NO1)C1=CC=NC=C1 (4-(3-Pyridin-4-yl-[1,2,4]oxadiazol-5-ylmethylsulfanyl)piperidine-1-carboxylic acid tert-butyl ester). Reaction SMILES: CC([O-])(C)C.[K+].[N:7]1[CH:12]=[CH:11][C:10]([C:13]2[N:17]=[C:16]([CH2:18]OS(C)(=O)=O)[O:15][N:14]=2)=[CH:9][CH:8]=1.[C:24]([O:28][C:29]([N:31]1[CH2:36][CH2:35][CH:34]([SH:37])[CH2:33][CH2:32]1)=[O:30])([CH3:27])([CH3:26])[CH3:25]>C1COCC1.CCOCC>[C:24]([O:28][C:29]([N:31]1[CH2:36][CH2:35][CH:34]([S:37][CH2:18][C:16]2[O:15][N:14]=[C:13]([C:10]3[CH:9]=[CH:8][N:7]=[CH:12][CH:11]=3)[N:17]=2)[CH2:33][CH2:32]1)=[O:30])([CH3:27])([CH3:25])[CH3:26] |f:0.1|. Reported procedure: t-BuOK (92 mg, 823 μmol) and methanesulfonic acid 3-pyridin-4-yl-[1,2,4]oxadiazol-5-ylmethyl ester (Preparation 12, 150 mg, 588 μmol) were added to a stirred solution of 4-mercaptopiperidine-1-carboxylic acid tert-butyl ester (191 mg, 881 mol) in anhydrous THF (10 ml). After 100 min, the reaction mixture was diluted with Et2O, before being washed with NaHCO3 and brine. The organic layer was dried (MgSO4), filtered, and concentrated, then the residue was purified by column chromatography (IH-EtOA... Starting materials: 8(iii), 8(vi), COC([C@H]1N(CC(C1)=CC)C(=O)OCC1=CC=CC=C1)=O ((S)-1-benzyloxycarbonyl-4-ethylideneproline methyl ester), 8(iv), 8(v), COC([C@H]1N(CC(C1)=C)C(=O)OCC1=CC=CC=C1)=O ((S)-1-benzyloxycarbonyl-4-methylideneproline methyl ester). The product is C(C)[C@H]1C[C@H]2CC(CCN2C1)=O ((2S,8aS)-2-Ethyl-1,2,3,5,6,7,8,8a-octahydroindolizin-7-one). Yield: 10.0%. RXN SMILES: CO[C:3](=O)[C@@H:4]1[CH2:8][C:7](=[CH:9][CH3:10])[CH2:6][N:5]1[C:11](OCC1C=CC=CC=1)=O.C[O:23][C:24](=O)[C@@H:25]1CC(=C)CN1C(OCC1C=CC=CC=1)=O>>[CH2:9]([C@@H:7]1[CH2:6][N:5]2[C@H:4]([CH2:3][C:24](=[O:23])[CH2:25][CH2:11]2)[CH2:8]1)[CH3:10]. Procedure: In a similar manner to the procedures described in. Preparative Examples 8(ii)′, 8(iii)′, 8(iv)′, 8(v)′ and 8(vi)′ above, reactions were conducted in turn, using (S)-1-benzyloxycarbonyl-4-ethylideneproline methyl ester [prepared as described in Preparative Example 24′ above] instead of (S)-1-benzyloxycarbonyl-4-methylideneproline methyl ester, to give the title compound as a brown oil (yield: 10%). Reactants: FC1=C(C=CC(=C1)F)[C@]1(OC1)[C@@H](C)N1N=CC=N1 ((2S)-2-(2,4-difluorophenyl)-2-[(1R)-1-(2H-1,2,3-triazol-2-yl)ethyl]oxirane), [H-].[Na+] (sodium hydride), N1N=CN=C1 (1H-1,2,4-Triazole), ice, O (water). Run in CN(C=O)C (dimethylformamide), oil, CN(C=O)C (dimethylformamide), C(C)(=O)OCC (ethyl acetate). Conditions: time 10 minute. Product: FC1=C(C=CC(=C1)F)[C@@](CN1N=CN=C1)([C@@H](C)N1N=CC=N1)O ((2R,3R)-2-(2,4-Difluorophenyl)-3-(2H-1,2,3-triazol-2-yl)-1-(1H-1,2,4-triazol-1-yl)-2-butanol). Isolated yield 42.3%. RXN SMILES: [NH:1]1[CH:5]=[N:4][CH:3]=[N:2]1.[H-].[Na+].[F:8][C:9]1[CH:14]=[C:13]([F:15])[CH:12]=[CH:11][C:10]=1[C@:16]1([C@H:19]([N:21]2[N:25]=[CH:24][CH:23]=[N:22]2)[CH3:20])[CH2:18][O:17]1.O>CN(C)C=O.C(OCC)(=O)C>[F:8][C:9]1[CH:14]=[C:13]([F:15])[CH:12]=[CH:11][C:10]=1[C@:16]([OH:17])([C@H:19]([N:21]1[N:25]=[CH:24][CH:23]=[N:22]1)[CH3:20])[CH2:18][N:1]1[CH:5]=[N:4][CH:3]=[N:2]1 |f:1.2|. Procedure: 1H-1,2,4-Triazole (41 mg) was added an ice-cooled dispersion of 60% sodium hydride in oil (23 mg) in dimethylformamide (1 ml) and the resulting mixture was stirred for 10 minutes at room temperature. To the mixture was added a solution of (2S)-2-(2,4-difluorophenyl)-2-[(1R)-1-(2H-1,2,3-triazol-2-yl)ethyl]oxirane (76 mg) in dimethylformamide (0.8 ml), followed by heating for 5 hours at 50° C. and cooling. To the reaction mixture was added cold water (5 ml) and ethyl acetate (15 ml). The separated... The reactants are ClC1=NC(=NC(=C1C#N)Cl)NC(C)(C)C#N (4,6-dichloro-2-(1-cyano-1-methylethylamino)-5-pyrimidinecarbonitrile), C(C)(C)N (isopropylamine). The solvent is CC(=O)C (acetone). Reaction conditions: time 16 hour. The product is ClC1=NC(=NC(=C1C#N)NC(C)C)NC(C)(C)C#N (4-chloro-2-(1-cyano-1-methylethylamino)-6-isopropylamino-5-pyrimidinecarbonitrile). The yield is 48.6%. Reaction SMILES: Cl[C:2]1[C:7]([C:8]#[N:9])=[C:6]([Cl:10])[N:5]=[C:4]([NH:11][C:12]([C:15]#[N:16])([CH3:14])[CH3:13])[N:3]=1.[CH:17]([NH2:20])([CH3:19])[CH3:18]>CC(C)=O>[Cl:10][C:6]1[C:7]([C:8]#[N:9])=[C:2]([NH:20][CH:17]([CH3:19])[CH3:18])[N:3]=[C:4]([NH:11][C:12]([C:15]#[N:16])([CH3:14])[CH3:13])[N:5]=1. Reported procedure: To a stirred solution of 5.1 grams of 4,6-dichloro-2-(1-cyano-1-methylethylamino)-5-pyrimidinecarbonitrile in 100 ml of acetone, 2.3 grams of isopropylamine was added dropwise. The reaction mixture was then stirred at room temperature for 16 hours. The acetone was removed under reduced pressure, and the reaction mixture was extracted with a mixture of diethyl ether and water. The organic layer was separated and dried over magnesium sulfate. The solution was filtered, and the filtrate was evapora...